Dataset: the Open Reaction Database (ORD), a public repository of structured organic reaction records. Task: describe an organic reaction: reactants, conditions, products, and yield Reactants: Intermediate 70, CC1(COC2=C1C(=CC=C2)OC2=CC=C(C=N2)NC(=O)C2(CCC2)NC(OC(C)(C)C)=O)C (1,1-dimethylethyl {1-[({6-[(3,3-dimethyl-2,3-dihydro-1-benzofuran-4-yl)oxy]-3-pyridinyl}amino)carbonyl]cyclobutyl}carbamate), CC(C)(C)N(C([O-])=O)C1(CC1)C(=O)NC=1C=NC(=CC1)OC1=CC=CC2=C1C(CO2)(C)C (1,1-dimethylethyl{1-[({6-[(3,3-dimethyl-2,3-dihydro-1-benzofuran-4-yl)oxy]-3-pyridinyl}amino)carbonyl]cyclopropyl}carbamate), CC(C)(C)N(C([O-])=O)C1(CC1)C(=O)NC=1C=NC(=CC1)OC1=CC=CC2=C1C(CO2)(C)C (1,1-dimethylethyl{1-[({6-[(3,3-dimethyl-2,3-dihydro-1-benzofuran-4-yl)oxy]-3-pyridinyl}amino)carbonyl]cyclopropyl}carbamate). Yields the product NC1(CC1)C(=O)NC=1C=NC(=CC1)OC1=CC=CC2=C1C(CO2)(C)C (1-amino-N-{6-[(3,3-dimethyl-2,3-dihydro-1-benzofuran-4-yl)oxy]-3-pyridinyl}cyclopropanecarboxamide). As a reaction SMILES: [CH3:1][C:2]1([CH3:33])[C:6]2[C:7]([O:11][C:12]3[N:17]=[CH:16][C:15]([NH:18][C:19]([C:21]4([NH:25]C(=O)OC(C)(C)C)[CH2:24]C[CH2:22]4)=[O:20])=[CH:14][CH:13]=3)=[CH:8][CH:9]=[CH:10][C:5]=2[O:4][CH2:3]1.CC(N(C1(C(NC2C=NC(OC3C4C(C)(C)COC=4C=CC=3)=CC=2)=O)CC1)C(=O)[O-])(C)C>>[NH2:25][C:21]1([C:19]([NH:18][C:15]2[CH:16]=[N:17][C:12]([O:11][C:7]3[C:6]4[C:2]([CH3:1])([CH3:33])[CH2:3][O:4][C:5]=4[CH:10]=[CH:9][CH:8]=3)=[CH:13][CH:14]=2)=[O:20])[CH2:22][CH2:24]1. Procedure details: The title compound (10 mg) was made in a similar fashion to the preparation of Intermediate 70 replacing 1,1-dimethylethyl {1-[({6-[(3,3-dimethyl-2,3-dihydro-1-benzofuran-4-yl)oxy]-3-pyridinyl}amino)carbonyl]cyclobutyl}carbamate with 1,1-dimethylethyl{1-[({6-[(3,3-dimethyl-2,3-dihydro-1-benzofuran-4-yl)oxy]-3-pyridinyl}amino)carbonyl]cyclopropyl}carbamate (Intermediate 72, 13 mg). Starting materials: CCOC(=O)C(Cc1ccc(OS(=O)(=O)C(F)(F)F)cc1)NC(=O)c1c(Cl)cccc1Cl, COCOc1cccc(OC)c1B(O)O. The product is CCOC(=O)C(Cc1ccc(-c2c(OC)cccc2OCOC)cc1)NC(=O)c1c(Cl)cccc1Cl. As a reaction SMILES: [CH2:16]([CH3:17])[O:18][C:19]([CH:20]([NH:21][C:22]([c:23]1[c:24]([Cl:30])[cH:25][cH:26][cH:27][c:28]1[Cl:29])=[O:31])[CH2:32][c:33]1[cH:34][cH:35][c:36]([O:39][S:40]([C:41]([F:42])([F:43])[F:44])(=[O:45])=[O:46])[cH:37][cH:38]1)=[O:47].[CH3:1][O:2][c:3]1[cH:4][cH:5][cH:6][c:7]([O:12][CH2:13][O:14][CH3:15])[c:8]1[B:9]([OH:10])[OH:11]>>[CH3:1][O:2][c:3]1[cH:4][cH:5][cH:6][c:7]([O:12][CH2:13][O:14][CH3:15])[c:8]1-[c:36]1[cH:35][cH:34][c:33]([CH2:32][CH:20]([C:19]([O:18][CH2:16][CH3:17])=[O:47])[NH:21][C:22]([c:23]2[c:24]([Cl:30])[cH:25][cH:26][cH:27][c:28]2[Cl:29])=[O:31])[cH:38][cH:37]1. The reactants are C(C)(C)N(CC)C(C)C (Diisopropylethyl amine), C(C1=CC=CC=C1)OC1=C(C=C(C(=C1)OCC1=CC=CC=C1)Br)C1=C(C(=NO1)C)C1=CC=C(C=C1)OC (5-(2,4-Bis-benzyloxy-5-bromo-phenyl)-4-(4-methoxy-phenyl)-3-methyl-isoxazole), C(C=C)(=O)OC(C)(C)C (tert-butyl acrylate). Reagents/catalysts: CC1=C([P](C2=C(C)C=CC=C2)([Pd]([P](C3=C(C)C=CC=C3)(C4=C(C)C=CC=C4)C(C=CC=C5)=C5C)(Cl)Cl)C6=C(C)C=CC=C6)C=CC=C1 (Dichlorobis(tri-o-tolylphosphine)palladium). The solvent is C(CCC)O (1-butanol). Run at temperature 140 celsius. Yields the product C(C)(C)(C)OC(C=CC1=C(C=C(C(=C1)C1=C(C(=NO1)C)C1=CC=C(C=C1)OC)OCC1=CC=CC=C1)OCC1=CC=CC=C1)=O (3-{2,4-Bis-benzyloxy-5-[4-(4-methoxy-phenyl)-3-methyl-isoxazol-5-yl]-phenyl}-acrylic acid tert-butyl ester). The yield is 52.2%. Reaction SMILES: C(N(C(C)C)CC)(C)C.[CH2:10]([O:17][C:18]1[CH:23]=[C:22]([O:24][CH2:25][C:26]2[CH:31]=[CH:30][CH:29]=[CH:28][CH:27]=2)[C:21](Br)=[CH:20][C:19]=1[C:33]1[O:37][N:36]=[C:35]([CH3:38])[C:34]=1[C:39]1[CH:44]=[CH:43][C:42]([O:45][CH3:46])=[CH:41][CH:40]=1)[C:11]1[CH:16]=[CH:15][CH:14]=[CH:13][CH:12]=1.[C:47]([O:51][C:52]([CH3:55])([CH3:54])[CH3:53])(=[O:50])[CH:48]=[CH2:49]>C(O)CCC.CC1C=CC=CC=1[P](C1C=CC=CC=1C)([Pd](Cl)(Cl)[P](C1=C(C)C=CC=C1)(C1C=CC=CC=1C)C1C=CC=CC=1C)C1C=CC=CC=1C>[C:52]([O:51][C:47](=[O:50])[CH:48]=[CH:49][C:21]1[CH:20]=[C:19]([C:33]2[O:37][N:36]=[C:35]([CH3:38])[C:34]=2[C:39]2[CH:44]=[CH:43][C:42]([O:45][CH3:46])=[CH:41][CH:40]=2)[C:18]([O:17][CH2:10][C:11]2[CH:16]=[CH:15][CH:14]=[CH:13][CH:12]=2)=[CH:23][C:22]=1[O:24][CH2:25][C:26]1[CH:31]=[CH:30][CH:29]=[CH:28][CH:27]=1)([CH3:55])([CH3:54])[CH3:53] |^1:67,78|. Procedure details: Diisopropylethyl amine (1 ml, 5.7 mmol) was added to a suspension of 5-(2,4-Bis-benzyloxy-5-bromo-phenyl)-4-(4-methoxy-phenyl)-3-methyl-isoxazole (0.56 g, 1.0 mmol) in tert-butyl acrylate (1 ml, 6.8 mmol) and 1-butanol (8 ml) under a nitrogen atmosphere. Dichlorobis(tri-o-tolylphosphine)palladium (II) (cat.) was added and the suspension heated, 140° C. for ˜18 hrs., to give a yellow/green solution. The solution was allowed to cool and concentrated to a yellow/green gum. The crude product was pur... Starting materials: C1CCOC1, C1=COC(COCc2ccccc2)CC1. Product: OC1CCC(COCc2ccccc2)OC1. As a reaction SMILES: [CH2:16]1[CH2:19][CH2:18][CH2:17][O:20]1.[CH2:1]([c:2]1[cH:3][cH:4][cH:5][cH:6][cH:7]1)[O:8][CH2:9][CH:10]1[O:11][CH:12]=[CH:13][CH2:14][CH2:15]1>>[CH2:1]([c:2]1[cH:3][cH:4][cH:5][cH:6][cH:7]1)[O:8][CH2:9][CH:10]1[O:11][CH2:12][CH:13]([OH:20])[CH2:14][CH2:15]1. Reactants: COC(C[C@@H]1COC2=C1C=CC(=C2)O[C@@H]2CCC1=C(C=CC(=C21)F)O)=O ({(S)-6-[(R)-7-fluoro-4-hydroxy-indan-1-yloxy]-2,3-dihydro-benzofuran-3-yl}-acetic acid methyl ester), N1=CC=CC2=CC(=CC=C12)B(O)O (quinoline-6-boronic acid), Intermediate 6. The product is COC(C[C@@H]1COC2=C1C=CC(=C2)O[C@@H]2CCC1=C(C=CC(=C21)F)OC=2C=C1C=CC=NC1=CC2)=O ({(S)-6-[(R)-7-Fluoro-4-quinolin-6-yloxy-indan-1-yloxy]-2,3-dihydro-benzofuran-3-yl}-acetic acid methyl ester). Reaction SMILES: [CH3:1][O:2][C:3](=[O:26])[CH2:4][C@H:5]1[C:9]2[CH:10]=[CH:11][C:12]([O:14][C@H:15]3[C:23]4[C:18](=[C:19]([OH:25])[CH:20]=[CH:21][C:22]=4[F:24])[CH2:17][CH2:16]3)=[CH:13][C:8]=2[O:7][CH2:6]1.[N:27]1[C:36]2[C:31](=[CH:32][C:33](B(O)O)=[CH:34][CH:35]=2)[CH:30]=[CH:29][CH:28]=1>>[CH3:1][O:2][C:3](=[O:26])[CH2:4][C@H:5]1[C:9]2[CH:10]=[CH:11][C:12]([O:14][C@H:15]3[C:23]4[C:18](=[C:19]([O:25][C:33]5[CH:32]=[C:31]6[C:36](=[CH:35][CH:34]=5)[N:27]=[CH:28][CH:29]=[CH:30]6)[CH:20]=[CH:21][C:22]=4[F:24])[CH2:17][CH2:16]3)=[CH:13][C:8]=2[O:7][CH2:6]1. Procedure details: The title compound is prepared from {(S)-6-[(R)-7-fluoro-4-hydroxy-indan-1-yloxy]-2,3-dihydro-benzofuran-3-yl}-acetic acid methyl ester and quinoline-6-boronic acid following a procedure analogous to that described for Intermediate 6. LC (method 4): tR=0.64 min; Mass spectrum (ESI+): m/z=486 [M+H]+. Reactants: [K] (potassium), C(=O)C=1C(=NC(=CC1C)O)O.[K] (potassium 3-formyl-4-methyl-2,6-dihydroxy-pyridine), 160, C(C)(=O)O (acetic acid). Solvent: O (water). The product is C(=O)C=1C(=NC(=CC1C)O)O (3-formyl-4-methyl-2,6-dihydroxy pyridine), 160. RXN SMILES: [K].[CH:2]([C:4]1[C:5]([OH:12])=[N:6][C:7]([OH:11])=[CH:8][C:9]=1[CH3:10])=[O:3].[K].C(O)(=O)C>O>[CH:2]([C:4]1[C:5]([OH:12])=[N:6][C:7]([OH:11])=[CH:8][C:9]=1[CH3:10])=[O:3] |f:1.2,^1:0,12|. Procedure details: The conversion of the potassium salt into the metal-free compound is carried out as follows: 19.1 parts of the crude product obtained in Example 2 are suspended in 200 parts of a mixture of 160 parts of acetic acid and 40 parts of water, and the reaction mixture is concentrated to 50 parts under vacuum, with warming. On allowing the concentrated solution to stand, the metal-free compound crystallizes out and is filtered off. The pure 3-formyl-4-methyl-2,6-dihydroxy pyridine, with a melting point... The reactants are BrC1=C(C=C(C=C1)F)N1N=CN=C1C (1-(2-bromo-5-fluorophenyl)-5-methyl-1H-1,2,4-triazole), [Cu]C#N (copper (I) cyanide), C(#N)[Cu] (CuCN). The solvent is CN1C(CCC1)=O (N-methylpyrrolidone). Reaction conditions: temperature 145 celsius. The product is FC1=CC(=C(C#N)C=C1)N1N=CN=C1C (4-Fluoro-2-(5-methyl-1H-1,2,4-triazol-1-yl)benzonitrile). Reaction SMILES: Br[C:2]1[CH:7]=[CH:6][C:5]([F:8])=[CH:4][C:3]=1[N:9]1[C:13]([CH3:14])=[N:12][CH:11]=[N:10]1.[Cu][C:16]#[N:17]>CN1CCCC1=O>[F:8][C:5]1[CH:6]=[CH:7][C:2]([C:16]#[N:17])=[C:3]([N:9]2[C:13]([CH3:14])=[N:12][CH:11]=[N:10]2)[CH:4]=1. Reported procedure: To a solution of 1-(2-bromo-5-fluorophenyl)-5-methyl-1H-1,2,4-triazole (4.1 g, 16 mmol) in N-methylpyrrolidone (NMP, 30 mL) was added copper (I) cyanide, CuCN (1.72 g, 19.2 mmol; Aldrich) and the mixture was stirred in an oil bath heated at 140-150° C. under a nitrogen atmosphere for 3 h. After cooling, the solvent was removed in vacuo and the residue mixed with CH2Cl2 (50 mL), water (50 mL), and conc-NH4OH (50 mL). The mixture was stirred for 30 min, and the insoluble material was filtered thro... The reactants are CCCNCCCCN(CCC)CCC, Cc1cccc(C(=O)Cl)c1Nc1ccnc2c(C(F)(F)F)cccc12, FC(F)(F)c1cccc2c(Cl)ccnc12, Cl, Cc1cccc(C(=O)O)c1N, O=S(Cl)Cl. Yields the product CCCN(CCC)CCCCN(CCC)C(=O)c1cccc(C)c1Nc1ccnc2c(C(F)(F)F)cccc12. As a reaction SMILES: [CH2:57]([CH2:58][CH3:59])[N:60]([CH2:61][CH2:62][CH2:63][CH2:64][NH:65][CH2:66][CH2:67][CH3:68])[CH2:69][CH2:70][CH3:71].[CH3:2][c:3]1[c:4]([NH:12][c:13]2[cH:14][cH:15][n:16][c:17]3[c:18]([C:23]([F:24])([F:25])[F:26])[cH:19][cH:20][cH:21][c:22]23)[c:5]([C:6](=[O:7])[Cl:8])[cH:9][cH:10][cH:11]1.[Cl:27][c:28]1[c:29]2[c:30]([c:31]([C:32]([F:33])([F:34])[F:35])[cH:36][cH:37][cH:38]2)[n:39][cH:40][cH:41]1.[ClH:1].[NH2:42][c:43]1[c:44]([CH3:45])[cH:46][cH:47][cH:48][c:49]1[C:50]([OH:51])=[O:52].[S:53]([Cl:54])([Cl:55])=[O:56]>>[CH3:2][c:3]1[c:4]([NH:12][c:13]2[cH:14][cH:15][n:16][c:17]3[c:18]([C:23]([F:24])([F:25])[F:26])[cH:19][cH:20][cH:21][c:22]23)[c:5]([C:6](=[O:7])[N:65]([CH2:64][CH2:63][CH2:62][CH2:61][N:60]([CH2:57][CH2:58][CH3:59])[CH2:69][CH2:70][CH3:71])[CH2:66][CH2:67][CH3:68])[cH:9][cH:10][cH:11]1. The reactants are ClC1=C(SC=C1CCl)C(=O)Cl (3-chloro-4-chloromethyl-2-(chlorocarbonyl)thiophene), ClC1=CC=C(C=C1)NC(C1=C(C=CC(=C1)Cl)N)=O (N-(4-chlorophenyl)-2-amino-5-chlorobenzamide), N1=CC=CC=C1 (pyridine). The solvent is C(Cl)Cl (methylene chloride). Conditions: time 17 hour. The product is ClC1=CC=C(C=C1)NC(C1=C(C=CC(=C1)Cl)NC(=O)C=1SC=C(C1Cl)CCl)=O (N-(4-chlorophenyl)-2-[((4-(chloromethyl)-3-chlorothiophen-2-yl)carbonyl)amino]-5-chlorobenzamide). The yield is 79.7%. Reaction SMILES: [Cl:1][C:2]1[C:6]([CH2:7][Cl:8])=[CH:5][S:4][C:3]=1[C:9](Cl)=[O:10].[Cl:12][C:13]1[CH:18]=[CH:17][C:16]([NH:19][C:20](=[O:29])[C:21]2[CH:26]=[C:25]([Cl:27])[CH:24]=[CH:23][C:22]=2[NH2:28])=[CH:15][CH:14]=1.N1C=CC=CC=1>C(Cl)Cl>[Cl:12][C:13]1[CH:14]=[CH:15][C:16]([NH:19][C:20](=[O:29])[C:21]2[CH:26]=[C:25]([Cl:27])[CH:24]=[CH:23][C:22]=2[NH:28][C:9]([C:3]2[S:4][CH:5]=[C:6]([CH2:7][Cl:8])[C:2]=2[Cl:1])=[O:10])=[CH:17][CH:18]=1. Procedure: To a solution of 3-chloro-4-chloromethyl-2-(chlorocarbonyl)thiophene (3.1 g, 13.5 mmol) in methylene chloride (40 mL) at 0° C. was added N-(4-chlorophenyl)-2-amino-5-chlorobenzamide (3.8 g, 13.5 mmol), followed after 5 minutes by pyridine (1.6 mL, 16 mmol). The mixture was warmed to ambient temperature. After 17 hours, the mixture was concentrated of all volatiles in vacuo. The resulting solid was triturated with water and a small amount of acetonitrile and dried in vacuo to afford 5.1 g (80% yi... Procedure details: A solution of 4-4 (2.7 g, 6.9 mmol), CH3OH (50 mL), and 1N NaOH (13.9 mL, 13.9 mmol) was stirred at ambient temperature for 1 h. The CH3OH was evaporated and the resulting aqueous portion acidified with 1M NaHSO4. The solution was extracted with EtOAc (3×) and then the extracts were combined, dried (MgSO4), and concentrated to give 4-5 (2.5 g) as a solid. Solvent: CO (CH3OH). The reactants are C(=O)(OC(C)(C)C)N1CCC(CC1)CCCCOC1=NOC(=C1)C(=O)OC (Methyl 3-[4-(N-BOC-Piperidin-4-yl)butyloxy]isoxazole-5-carboxylate), [OH-].[Na+] (NaOH). Isolated yield 98.3%. Product: C(=O)(OC(C)(C)C)N1CCC(CC1)CCCCOC1=NOC(=C1)C(=O)O (3-[4-(N-BOC-Piperidin-4-yl)butyloxy]isoxazole-5-carboxylic acid). Reaction SMILES: [C:1]([N:8]1[CH2:13][CH2:12][CH:11]([CH2:14][CH2:15][CH2:16][CH2:17][O:18][C:19]2[CH:23]=[C:22]([C:24]([O:26]C)=[O:25])[O:21][N:20]=2)[CH2:10][CH2:9]1)([O:3][C:4]([CH3:7])([CH3:6])[CH3:5])=[O:2].[OH-].[Na+]>CO>[C:1]([N:8]1[CH2:9][CH2:10][CH:11]([CH2:14][CH2:15][CH2:16][CH2:17][O:18][C:19]2[CH:23]=[C:22]([C:24]([OH:26])=[O:25])[O:21][N:20]=2)[CH2:12][CH2:13]1)([O:3][C:4]([CH3:7])([CH3:6])[CH3:5])=[O:2] |f:1.2|.